From a dataset of the Open Reaction Database (ORD), a public repository of structured organic reaction records. describe an organic reaction: reactants, conditions, products, and yield Starting materials: CS(C)=O, [Cu]I, FC(F)(F)c1cccc(I)c1, [K+], [K+], [K+], Nc1ncccc1-c1ccc(O)cc1, O=C(O)c1ccccn1, O=P([O-])([O-])[O-]. Product: Nc1ncccc1-c1ccc(Oc2cccc(C(F)(F)F)c2)cc1. RXN SMILES: [CH3:43][S:44]([CH3:45])=[O:46].[Cu:47][I:48].[I:32][c:33]1[cH:34][c:35]([C:39]([F:40])([F:41])[F:42])[cH:36][cH:37][cH:38]1.[K+:6].[K+:7].[K+:8].[NH2:18][c:19]1[n:20][cH:21][cH:22][cH:23][c:24]1-[c:25]1[cH:26][cH:27][c:28]([OH:31])[cH:29][cH:30]1.[OH:9][C:10]([c:11]1[n:12][cH:13][cH:14][cH:15][cH:16]1)=[O:17].[P:1]([O-:2])([O-:3])([O-:4])=[O:5]>>[NH2:18][c:19]1[n:20][cH:21][cH:22][cH:23][c:24]1-[c:25]1[cH:26][cH:27][c:28]([O:31][c:33]2[cH:34][c:35]([C:39]([F:40])([F:41])[F:42])[cH:36][cH:37][cH:38]2)[cH:29][cH:30]1. The reactants are FC=1C(=NC=CC1C=1C=NC=CC1C)C(=O)C1=CC=CC=C1 ((3′-fluoro-4-methyl-3,4′-bipyridin-2′-yl)(phenyl)methanone), Cl.NO (hydroxylamine hydrochloride). Solvent: N1=CC=CC=C1 (pyridine). Yields the product FC=1C(=NC=CC1C=1C=NC=CC1C)\C(=N/O)\C1=CC=CC=C1 ((Z)-(3′-Fluoro-4-methyl-3,4′-bipyridin-2′-yl)(phenyl)methanone oxime). Isolated yield 88.4%. Reaction SMILES: [F:1][C:2]1[C:3]([C:15]([C:17]2[CH:22]=[CH:21][CH:20]=[CH:19][CH:18]=2)=O)=[N:4][CH:5]=[CH:6][C:7]=1[C:8]1[CH:9]=[N:10][CH:11]=[CH:12][C:13]=1[CH3:14].Cl.[NH2:24][OH:25]>N1C=CC=CC=1>[F:1][C:2]1[C:3](/[C:15](/[C:17]2[CH:22]=[CH:21][CH:20]=[CH:19][CH:18]=2)=[N:24]\[OH:25])=[N:4][CH:5]=[CH:6][C:7]=1[C:8]1[CH:9]=[N:10][CH:11]=[CH:12][C:13]=1[CH3:14] |f:1.2|. Procedure: A solution of (3′-fluoro-4-methyl-3,4′-bipyridin-2′-yl)(phenyl)methanone (0.025 g, 0.086 mmol) and hydroxylamine hydrochloride (0.040 g, 0.582 mmol) in pyridine (Volume: 0.428 ml) was refluxed for 2.5 hr, allowed to cool to room temperature, and then concentrated in vacuo. The crude material was dissolved in a minimal amount of CH2Cl2 to be chromatographed (required a few drops of MeOH). Purification of the crude material by silica gel chromatography using an ISCO machine (4 g column, 18 mL/min,...